Dataset: the Open Reaction Database (ORD), a public repository of structured organic reaction records. Task: describe an organic reaction: reactants, conditions, products, and yield The reactants are CC(C)O, COc1cc2ncnc(Cl)c2cc1OC, Nc1cccc(N)c1. The product is Cl, COc1cc2ncnc(Nc3cccc(N)c3)c2cc1OC. Reaction SMILES: [CH:24]([OH:25])([CH3:26])[CH3:27].[Cl:1][c:2]1[n:3][cH:4][n:5][c:6]2[cH:7][c:8]([O:14][CH3:15])[c:9]([O:12][CH3:13])[cH:10][c:11]12.[c:16]1([NH2:23])[cH:17][c:18]([NH2:22])[cH:19][cH:20][cH:21]1>>[ClH:1].[c:2]1([NH:23][c:16]2[cH:17][c:18]([NH2:22])[cH:19][cH:20][cH:21]2)[n:3][cH:4][n:5][c:6]2[cH:7][c:8]([O:14][CH3:15])[c:9]([O:12][CH3:13])[cH:10][c:11]12. Reactants: BrC1=CC(=CC2=C1OC1C2CN(CC1)C(=O)OC(C)(C)C)C1=C(C=C(C=C1)Cl)Cl (tert-butyl 6-bromo-8-(2,4-dichlorophenyl)-3,4,4a,9b-tetrahydro[1]benzofuro[3,2-c]pyridine-2(1H)-carboxylate), Cl2PdDPPF, C(=O)([O-])[O-].[K+].[K+] (K2CO3), B1(C2CCCC1CCC2)CC3=CC=CC=C3 (B-Benzyl-9-BBN). Solvent: O (water). Reaction conditions: temperature 65 celsius, time 6 hour. The product is C(C1=CC=CC=C1)C1=CC(=CC2=C1OC1C2CN(CC1)C(=O)OC(C)(C)C)C1=C(C=C(C=C1)Cl)Cl (tert-butyl 6-benzyl-8-(2,4-dichlorophenyl)-3,4,4a,9b-tetrahydro[1]benzofuro[3,2-c]pyridine-2(1H)-carboxylate). Isolated yield 77.0%. RXN SMILES: B1([CH2:10][C:11]2[CH:16]=[CH:15][CH:14]=[CH:13][CH:12]=2)C2CCCC1CCC2.Br[C:18]1[C:23]2[O:24][CH:25]3[CH2:30][CH2:29][N:28]([C:31]([O:33][C:34]([CH3:37])([CH3:36])[CH3:35])=[O:32])[CH2:27][CH:26]3[C:22]=2[CH:21]=[C:20]([C:38]2[CH:43]=[CH:42][C:41]([Cl:44])=[CH:40][C:39]=2[Cl:45])[CH:19]=1.C([O-])([O-])=O.[K+].[K+]>O>[CH2:10]([C:18]1[C:23]2[O:24][CH:25]3[CH2:30][CH2:29][N:28]([C:31]([O:33][C:34]([CH3:36])([CH3:37])[CH3:35])=[O:32])[CH2:27][CH:26]3[C:22]=2[CH:21]=[C:20]([C:38]2[CH:43]=[CH:42][C:41]([Cl:44])=[CH:40][C:39]=2[Cl:45])[CH:19]=1)[C:11]1[CH:16]=[CH:15][CH:14]=[CH:13][CH:12]=1 |f:2.3.4|. Reported procedure: B-Benzyl-9-BBN (1.3 mL 0.5 M sol in THF, 0.650 mmol) was added to degassed DMF (3 mL), followed by sequential addition of tert-butyl 6-bromo-8-(2,4-dichlorophenyl)-3,4,4a,9b-tetrahydro[1]benzofuro[3,2-c]pyridine-2(1H)-carboxylate (0.255 g, 0.511 mmol), catalyst Cl2PdDPPF (0.018 g, 0.022 mmol) and K2CO3 (0.220 g, 1.592 mmol). The reaction mixture was stirred under N2 at 65° C. for 6 h. The reaction mixture was poured into water and extracted with EtOAc (2×). The combined organic layers were washe... Reactants: ClC1=C(C(=CC=C1)Cl)N=C1N(CC(N1CC1=CC(=C(C=C1)OC)OC)CO)CC1=CC(=C(C=C1)OC)OC (2-(2,6-dichlorophenylimino)-1,3 bis-(3,4 dimethoxybenzyl)-4-hydroxymethyl imidazolidine), C(C)(C)(C)N (tert-butylamine), Na, C(Br)C1CO1 (epibromohydrin). Run in CO (methanol), CO (methanol). Reaction conditions: time 18 hour. Yields the product ClC1=C(C(=CC=C1)Cl)N=C1N(CC(N1CC1=CC(=C(C=C1)OC)OC)COCC(CNC(C)(C)C)O)CC1=CC(=C(C=C1)OC)OC (2-(2,6-dichlorophenylimino)-1,3 bis-(3,4 dimethoxybenzyl)-4-(3-tert-butylamino-2-hydroxy propanoxymethyl)imidazolidine). Isolated yield 54.4%. As a reaction SMILES: [Cl:1][C:2]1[CH:7]=[CH:6][CH:5]=[C:4]([Cl:8])[C:3]=1[N:9]=[C:10]1[N:14]([CH2:15][C:16]2[CH:21]=[CH:20][C:19]([O:22][CH3:23])=[C:18]([O:24][CH3:25])[CH:17]=2)[CH:13]([CH2:26][OH:27])[CH2:12][N:11]1[CH2:28][C:29]1[CH:34]=[CH:33][C:32]([O:35][CH3:36])=[C:31]([O:37][CH3:38])[CH:30]=1.[CH2:39]([CH:41]1[O:43][CH2:42]1)Br.[C:44]([NH2:48])([CH3:47])([CH3:46])[CH3:45]>CO>[Cl:8][C:4]1[CH:5]=[CH:6][CH:7]=[C:2]([Cl:1])[C:3]=1[N:9]=[C:10]1[N:14]([CH2:15][C:16]2[CH:21]=[CH:20][C:19]([O:22][CH3:23])=[C:18]([O:24][CH3:25])[CH:17]=2)[CH:13]([CH2:26][O:27][CH2:39][CH:41]([OH:43])[CH2:42][NH:48][C:44]([CH3:47])([CH3:46])[CH3:45])[CH2:12][N:11]1[CH2:28][C:29]1[CH:34]=[CH:33][C:32]([O:35][CH3:36])=[C:31]([O:37][CH3:38])[CH:30]=1. Procedure: 0.13 g of Na were dissolved in 20 ml of methanol. After dissolution, 2.8 g of (9) (0.5 mol) in 10 ml of methanol were added. The mixture was refluxed for one hour. Then the solvent was evaporated. The residue was dissolved in 40 ml of DMF and 0.48 ml (5.6 mmol) of epibromohydrin were added. The mixture was stirred for 18 hours at room temperature, after which time the DMF was evaporated. The crude mixture was dissolved in 30 ml of ethanol and 1.1 g (15 mmol) of tert-butylamine were added. After ... Reactants: O (water), [H-].[Na+] (sodium hydride), CC=1NC(=CC1)C (2,5-dimethylpyrrole), BrC=1C=CC2=C(C=C(O2)C(=O)Cl)C1 (5-bromobenzofuran-2-carbonyl chloride). The solvent is C(C)(=O)OCC (ethyl acetate), C1CCOC1 (THF), C1CCOC1 (THF), C1CCOC1 (THF). Conditions: temperature 50 celsius, time 1 hour. Yields the product CC=1N(C(=CC1)C)C(=O)C=1OC2=C(C1)C=C(C=C2)Br ((2,5-Dimethylpyrrol-1-yl)-5-bromobenzofuran-2-yl-methanone). The yield is 44.0%. RXN SMILES: [H-].[Na+].[CH3:3][C:4]1[NH:5][C:6]([CH3:9])=[CH:7][CH:8]=1.[Br:10][C:11]1[CH:12]=[CH:13][C:14]2[O:18][C:17]([C:19](Cl)=[O:20])=[CH:16][C:15]=2[CH:22]=1.O>C1COCC1.C(OCC)(=O)C>[CH3:3][C:4]1[N:5]([C:19]([C:17]2[O:18][C:14]3[CH:13]=[CH:12][C:11]([Br:10])=[CH:22][C:15]=3[CH:16]=2)=[O:20])[C:6]([CH3:9])=[CH:7][CH:8]=1 |f:0.1|. Procedure: 0.3 g of sodium hydride (60% suspension in paraffin oil) is introduced into 10 ml of THF and 0.5 mL [sic] of 2,5-dimethylpyrrole in 10 ml of THF is added dropwise (5 minutes). After stirring at 50° C. for 1 hour, a reddish suspension is present. 1.3 g of 5-bromobenzofuran-2-carbonyl chloride in 10 ml of THF is [sic] added dropwise at 25° C. (5 minutes) and the mixture is subsequently stirred for 2 hours. The addition of 100 ml of completely deionized water and 100 ml of ethyl acetate follows. Th... Reactants: CC(=O)OC(C)=O, O=CO, COC(=O)c1cc(N)c(OC)cc1OC, C1CCOC1. Product: COC(=O)c1cc(NC=O)c(OC)cc1OC. As a reaction SMILES: [CH3:1][C:2](=[O:3])[O:4][C:5](=[O:6])[CH3:7].[CH:8]([OH:9])=[O:10].[NH2:11][c:12]1[c:13]([O:24][CH3:25])[cH:14][c:15]([O:22][CH3:23])[c:16]([C:17](=[O:18])[O:19][CH3:20])[cH:21]1.[O:26]1[CH2:27][CH2:28][CH2:29][CH2:30]1>>[CH:2](=[O:3])[NH:11][c:12]1[c:13]([O:24][CH3:25])[cH:14][c:15]([O:22][CH3:23])[c:16]([C:17](=[O:18])[O:19][CH3:20])[cH:21]1. Starting materials: COC1=CC=C(C=C1)N1CCN(CC1)C1=CC=NC=C1 (4-(4-[4-Methoxyphenyl]piperazin-1-yl)pyridine), C([O-])(O)=O.[Na+] (sodium bicarbonate). Solvent: Br (hydrobromic acid). Yields the product OC1=CC=C(C=C1)N1CCN(CC1)C1=CC=NC=C1 (4-(4-[4-Hydroxyphenyl]piperazin-1-yl)pyridine). As a reaction SMILES: C[O:2][C:3]1[CH:8]=[CH:7][C:6]([N:9]2[CH2:14][CH2:13][N:12]([C:15]3[CH:20]=[CH:19][N:18]=[CH:17][CH:16]=3)[CH2:11][CH2:10]2)=[CH:5][CH:4]=1.C(=O)(O)[O-].[Na+]>Br>[OH:2][C:3]1[CH:4]=[CH:5][C:6]([N:9]2[CH2:14][CH2:13][N:12]([C:15]3[CH:20]=[CH:19][N:18]=[CH:17][CH:16]=3)[CH2:11][CH2:10]2)=[CH:7][CH:8]=1 |f:1.2|. Reported procedure: A mixture of the product of part (i) (0.7 g, 2.6 mmole) and 48% hydrobromic acid (10 ml) was heated under reflux under a nitrogen atmosphere overnight. The hydrobromic acid was removed by concentration under reduced pressure, the residue dissolved in water and the solution obtained was basified with aqueous sodium bicarbonate solution. The resulting precipitate was removed by filtration and washed with methylene chloride to yield the desired product, m.p. 275°-276° (0.276 g, 41%).